Dataset: the Open Reaction Database (ORD), a public repository of structured organic reaction records. Task: describe an organic reaction: reactants, conditions, products, and yield Starting materials: COC=1C(=CC(=NC1)N1CCOCC1)N (5-methoxy-2-morpholin-4-yl-pyridin-4-ylamine), C(C1=CC=CC=C1)(=O)N=C=S (benzoyl isothiocyanate), CCCCCC (hexane). Run in CC(=O)C (acetone). Reaction conditions: time 5 minute. The product is C(C1=CC=CC=C1)(=O)NC(=S)NC1=CC(=NC=C1OC)N1CCOCC1 (1-benzoyl-3-(5-methoxy-2-morpholin-4-yl-pyridin-4-yl)-thiourea). Yield: 66.1%. As a reaction SMILES: [CH3:1][O:2][C:3]1[C:4]([NH2:15])=[CH:5][C:6]([N:9]2[CH2:14][CH2:13][O:12][CH2:11][CH2:10]2)=[N:7][CH:8]=1.[C:16]([N:24]=[C:25]=[S:26])(=[O:23])[C:17]1[CH:22]=[CH:21][CH:20]=[CH:19][CH:18]=1.CCCCCC>CC(C)=O>[C:16]([NH:24][C:25]([NH:15][C:4]1[C:3]([O:2][CH3:1])=[CH:8][N:7]=[C:6]([N:9]2[CH2:14][CH2:13][O:12][CH2:11][CH2:10]2)[CH:5]=1)=[S:26])(=[O:23])[C:17]1[CH:22]=[CH:21][CH:20]=[CH:19][CH:18]=1. Procedure: To a stirred solution of 27.5 g (132 mmol) 5-methoxy-2-morpholin-4-yl-pyridin-4-ylamine in 400 ml acetone was added dropwise 19.5 ml (145 mmol) benzoyl isothiocyanate at room temperature. The reaction mixture then heated at reflux for 90 min before being cooled to room temperature and poured onto 400 ml hexane and stirred for 5 min. The resulting crystals were collected by filtration, washed with hexane and dried to afford 32.5 g (66%) 1-benzoyl-3-(5-methoxy-2-morpholin-4-yl-pyridin-4-yl)-thiour... Starting materials: α,β-di(1-methyl-aminoethyl) poly-(ethylene oxide-co-propyleneoxide), CC(COCC(C)OCC(C)OCC(C)N)N (Jeffamine), C(CC)C(=O)C (methyl propyl ketone), C(C(=C)C)(=O)[O-] (methacrylate), C(CC)C(=O)C (methyl propyl ketone). Yields the product NC(=O)OCC.C(C(=C)C)(=O)[O-] (urethane methacrylate). As a reaction SMILES: CC(N)COCC(OCC(OCC([NH2:16])C)C)C.[C:18]([O-:23])(=[O:22])[C:19]([CH3:21])=[CH2:20].C([C:27]([CH3:29])=O)CC>>[NH2:16][C:18]([O:23][CH2:27][CH3:29])=[O:22].[C:18]([O-:23])(=[O:22])[C:19]([CH3:21])=[CH2:20] |f:3.4|. Procedure: 59.95 g-(0.010 m) α,β-di(1-methyl-aminoethyl) poly-(ethylene oxide-co-propyleneoxide) of MW 5995 (Jeffamine-ED 5000, TEXACO Corp.) and 59.95 g of anhydrous methyl propyl ketone are charged into a 3-necked round bottomed flask equipped with a stirrer, nitrogen inlet, condenser, thermometer and dropping funnel. The solution is stirred at room temperature under dry nitrogen. Then 3.10 g (0.020 mole) of 2-isocyanotoethyl methacrylate (MW 155) dissolved in 3.1 g of anhydrous methyl propyl ketone are ... Starting materials: COC(=O)c1ccc(OCCc2ccccc2)cc1NC(=O)c1ccccc1, CO, [Na+], C1CCOC1, [OH-]. The product is O=C(Nc1cc(OCCc2ccccc2)ccc1C(=O)O)c1ccccc1. RXN SMILES: [C:5]([c:6]1[cH:7][cH:8][cH:9][cH:10][cH:11]1)(=[O:12])[NH:13][c:14]1[c:15]([C:16](=[O:17])[O:18][CH3:19])[cH:20][cH:21][c:22]([O:24][CH2:25][CH2:26][c:27]2[cH:28][cH:29][cH:30][cH:31][cH:32]2)[cH:23]1.[CH3:3][OH:4].[Na+:2].[O:33]1[CH2:34][CH2:35][CH2:36][CH2:37]1.[OH-:1]>>[C:5]([c:6]1[cH:7][cH:8][cH:9][cH:10][cH:11]1)(=[O:12])[NH:13][c:14]1[c:15]([C:16](=[O:17])[OH:18])[cH:20][cH:21][c:22]([O:24][CH2:25][CH2:26][c:27]2[cH:28][cH:29][cH:30][cH:31][cH:32]2)[cH:23]1. Yields the product CCCCCCCCCCCCCCNC1OC(CO)C(O)C(O)C1O. Reactants: CCCCCCCCCCCCCCN, O=CC(O)C(O)C(O)C(O)CO. RXN SMILES: [CH2:13]([CH2:14][CH2:15][CH2:16][CH2:17][CH2:18][CH2:19][CH2:20][CH2:21][CH2:22][CH2:23][CH2:24][CH2:25][CH3:26])[NH2:27].[O:1]=[CH:2][CH:3]([OH:4])[CH:5]([OH:6])[CH:7]([OH:8])[CH:9]([OH:10])[CH2:11][OH:12]>>[CH:2]1([NH:27][CH2:13][CH2:14][CH2:15][CH2:16][CH2:17][CH2:18][CH2:19][CH2:20][CH2:21][CH2:22][CH2:23][CH2:24][CH2:25][CH3:26])[CH:3]([OH:4])[CH:5]([OH:6])[CH:7]([OH:8])[CH:9]([CH2:11][OH:12])[O:10]1.